describe an organic reaction: reactants, conditions, products, and yield From a dataset of the Open Reaction Database (ORD), a public repository of structured organic reaction records. Starting materials: FC(C=1C=CC(=NC1)OC1=CC=C(C=C1)O)(F)F (4-(5-trifluoromethyl-pyridin-2-yloxy)-phenol), [I-].C[N+]1=CN(C=C1)C(=O)N1CCC(CC1)C (1-methyl-3-(4-methyl-piperidine-1-carbonyl)-3H-imidazol-1-ium iodide). Product: FC(C=1C=CC(=NC1)OC1=CC=C(C=C1)OC(=O)N1CCC(CC1)C)(F)F (4-Methyl-piperidine-1-carboxylic acid 4-(5-trifluoromethyl-pyridin-2-yloxy)-phenyl ester). RXN SMILES: [F:1][C:2]([F:18])([F:17])[C:3]1[CH:4]=[CH:5][C:6]([O:9][C:10]2[CH:15]=[CH:14][C:13]([OH:16])=[CH:12][CH:11]=2)=[N:7][CH:8]=1.[I-].C[N+]1C=CN([C:26]([N:28]2[CH2:33][CH2:32][CH:31]([CH3:34])[CH2:30][CH2:29]2)=[O:27])C=1>>[F:18][C:2]([F:1])([F:17])[C:3]1[CH:4]=[CH:5][C:6]([O:9][C:10]2[CH:11]=[CH:12][C:13]([O:16][C:26]([N:28]3[CH2:33][CH2:32][CH:31]([CH3:34])[CH2:30][CH2:29]3)=[O:27])=[CH:14][CH:15]=2)=[N:7][CH:8]=1 |f:1.2|. Procedure: The title compound was prepared from 4-(5-trifluoromethyl-pyridin-2-yloxy)-phenol and 1-methyl-3-(4-methyl-piperidine-1-carbonyl)-3H-imidazol-1-ium iodide. The crude product was purified by flash chromatography using a Quad flash 25 (ethyl acetate/heptane (1:6), (73%, white crystals). HPLC-MS m/z=381.1 (M+1), Rt: 5.4 min. Reactants: C1=CC=CC=2SC3=CC=CC=C3NC12 (Phenothiazine), NC=1C=C(C=C(C(=O)O)C1)C(=O)O (5-aminoisophthalic acid), O (H2O). The reagents and catalysts are [N+](=O)([O-])[O-].[Ag+] (AgNO3). Solvent: CO (MeOH). Run at temperature 10 celsius, time 5 minute. Product: C(=O)(O)C=1C=C(C=C(C1)C(=O)O)N=C1C=CC2=NC3=CC=CC=C3SC2=C1 (3-(3',5'-Dicarboxyphenylimino)-3H-phenothiazine). Yield: 82.4%. As a reaction SMILES: [CH:1]1[C:14]2[NH:13][C:12]3[C:7](=[CH:8][CH:9]=[CH:10][CH:11]=3)[S:6][C:5]=2[CH:4]=[CH:3][CH:2]=1.[NH2:15][C:16]1[CH:17]=[C:18]([C:25]([OH:27])=[O:26])[CH:19]=[C:20]([CH:24]=1)[C:21]([OH:23])=[O:22].O>CO.[N+]([O-])([O-])=O.[Ag+]>[C:21]([C:20]1[CH:24]=[C:16]([N:15]=[C:3]2[CH:4]=[C:5]3[C:14](=[N:13][C:12]4[C:7]([S:6]3)=[CH:8][CH:9]=[CH:10][CH:11]=4)[CH:1]=[CH:2]2)[CH:17]=[C:18]([C:25]([OH:27])=[O:26])[CH:19]=1)([OH:23])=[O:22] |f:4.5|. Procedure: Phenothiazine (1.0 g, 5.0 mmol) and 5-aminoisophthalic acid (0.9 g, 5.0 mmol) were dissolved in MeOH (200 mL), cooled to 10° C. and treated with 1 M aqueous AgNO3 (30 mL, 30 mmol). After stirring at 10° C. for 30 minutes H2O (40 mL) was added and stirring continued for an additional 5 minutes. The solid product was then collected by filtration and washed with H2O (50 mL). The solid was dissolved in MeOH (500 mL) containing concentrated aqueous NH4OH (10 mL), stirred for 20 minutes then filtered ... Starting materials: CN1C(CCC1)CO (1-Methylpyrrolidinylmethanol), [H-].[Na+] (NaH), [N+](=O)([O-])C=1C=NC=C(C1)[N+](=O)[O-] (3,5-dinitro-pyridine). The solvent is O.[Cl-].[Na+].O (water brine), CN(C)C=O (DMF). Conditions: time 30 minute. The product is [N+](=O)([O-])C=1C=C(C=NC1)OC[C@H]1N(CCC1)C (5Nitro-3-(1-methyl-2(S)-pyrrolidinylmethoxy)pyridine). Yield: 7.6%. Reaction SMILES: [CH3:1][N:2]1[CH2:6][CH2:5][CH2:4][CH:3]1[CH2:7][OH:8].[H-].[Na+].[N+:11]([C:14]1[CH:15]=[N:16][CH:17]=[C:18]([N+]([O-])=O)[CH:19]=1)([O-:13])=[O:12]>CN(C=O)C.O.[Cl-].[Na+].O>[N+:11]([C:14]1[CH:19]=[C:18]([O:8][CH2:7][C@@H:3]2[CH2:4][CH2:5][CH2:6][N:2]2[CH3:1])[CH:17]=[N:16][CH:15]=1)([O-:13])=[O:12] |f:1.2,5.6.7.8|. Procedure: 1-Methylpyrrolidinylmethanol (0.46 ml, 3.9 mmol) was added to a suspension of NaH in DMF at room temperature. After stirring at room temperature for 30 minutes, 3,5-dinitro-pyridine (0.34 g, 4 mmol) was added, and the mixture was allowed to stir at room temperature for 16 hours. The mixture was diluted with 1:1 water/brine, and the aqueous solution was extracted with ether. The combined ether layers were dried over MgSO4, filtered and concentrated. The residue was chromatographed, eluting with C... Reactants: monomer, Cl (HCl), BrC1=CC2=C(CC2)C=C1 (4-bromobenzocyclobutane), CC1=CC=C(C=C)C=C1 (4-methylstyrene), C(CCC)N(CCCC)CCCC (tri-n-butylamine), C1(=C(C=CC=C1)P(C1=C(C=CC=C1)C)C1=C(C=CC=C1)C)C (tri-o-tolylphosphine). The reagents and catalysts are C(C)(=O)[O-].[Pd+2].C(C)(=O)[O-] (palladium (II) acetate). Solvent: C(C)#N (acetonitrile). Yields the product CC1=CC=C(C=C1)C=CC1=CC2=C(C=C2)C=C1 (1-(4-methylphenyl)-2-(4-benzocyclobutenyl)ethene). RXN SMILES: Br[C:2]1[CH:9]=[CH:8][C:5]2[CH2:6][CH2:7][C:4]=2[CH:3]=1.[CH3:10][C:11]1[CH:18]=[CH:17][C:14]([CH:15]=[CH2:16])=[CH:13][CH:12]=1.C(N(CCCC)CCCC)CCC.C1(C)C=CC=CC=1P(C1C=CC=CC=1C)C1C=CC=CC=1C.Cl>C([O-])(=O)C.[Pd+2].C([O-])(=O)C.C(#N)C>[CH3:10][C:11]1[CH:18]=[CH:17][C:14]([CH:15]=[CH:16][C:2]2[CH:9]=[CH:8][C:5]3[CH:6]=[CH:7][C:4]=3[CH:3]=2)=[CH:13][CH:12]=1 |f:5.6.7|. Procedure: A solution of 3.0 g 4-bromobenzocyclobutane, 1.9 g 4-methylstyrene, 3.0 g tri-n-butylamine, 150 mg tri-o-tolylphosphine, 36 mg palladium (II) acetate, and 10 ml of acetonitrile is stirred at reflux under nitrogen for 4 hours. The reaction mixture is poured into 60 ml of 10 percent HCl. The product is isolated by filtration, dried, recrystallized from ethanol, and isolated. About 2.9 g of monomer is prepared. The reactants are ClC1=C(C=C(C(=O)O)C=C1[N+](=O)[O-])[N+](=O)[O-] (4-Chloro-3,5-dinitrobenzoic acid), CO (methanol). Solvent: S(O)(O)(=O)=O (sulfuric acid). The product is ClC1=C(C=C(C(=O)OC)C=C1[N+](=O)[O-])[N+](=O)[O-] (Methyl 4-chloro-3,5-dinitrobenzoate). Yield: 89.0%. As a reaction SMILES: [Cl:1][C:2]1[C:10]([N+:11]([O-:13])=[O:12])=[CH:9][C:5]([C:6]([OH:8])=[O:7])=[CH:4][C:3]=1[N+:14]([O-:16])=[O:15].[CH3:17]O>S(=O)(=O)(O)O>[Cl:1][C:2]1[C:3]([N+:14]([O-:16])=[O:15])=[CH:4][C:5]([C:6]([O:8][CH3:17])=[O:7])=[CH:9][C:10]=1[N+:11]([O-:13])=[O:12]. Reported procedure: 4-Chloro-3,5-dinitrobenzoic acid (25.0 gm.) is dissolved in a cooled solution of methanol (125 ml.) and concentrated sulfuric acid (3.0 ml.). The reaction mixture is allowed to warm to room temperature and then heated to reflux for 18 hours. The product precipitated as light yellow needles on cooling, which are collected by filtration and washed with 15 ml. of methanol (24.0 gm., m.p. 102°-104.5°). Recrystallization from methanol gives light yellow needles (23.6 g., m.p. 104- 105.5). 89% yield). The reactants are ClC1=NC=CC(=C1)N (2-chloropyridin-4-amine), N1N=CN=C1 (1H-1,2,4-triazole), C([O-])([O-])=O.[Cs+].[Cs+] (cesium carbonate), CN[C@H]1[C@@H](CCCC1)NC (trans-N,N′-dimethylcyclohexane-1,2-diamine). Reagents/catalysts: [Cu](I)I (copper iodide). Run in CN(C)C=O (DMF), O (water). Conditions: temperature 150 celsius, time 14.5 hour. Yields the product N1(N=CN=C1)C1=NC=CC(=C1)N (2-(1H-1,2,4-triazol-1-yl)pyridin-4-amine). Yield: 4.1%. RXN SMILES: [NH:1]1[CH:5]=[N:4][CH:3]=[N:2]1.C(=O)([O-])[O-].[Cs+].[Cs+].CN[C@@H]1CCCC[C@H]1NC.Cl[C:23]1[CH:28]=[C:27]([NH2:29])[CH:26]=[CH:25][N:24]=1>[Cu](I)I.O.CN(C=O)C>[N:1]1([C:23]2[CH:28]=[C:27]([NH2:29])[CH:26]=[CH:25][N:24]=2)[CH:5]=[N:4][CH:3]=[N:2]1 |f:1.2.3|. Procedure: 1H-1,2,4-triazole (540 mg), cesium carbonate (1.9 g), trans-N,N′-dimethylcyclohexane-1,2-diamine (74 mg), and copper iodide (50 mg) were added to a tube containing a DMF (5 ml) solution containing 2-chloropyridin-4-amine (500 mg) and the tube was sealed, followed by stirring at 150° C. for 14.5 hours. The reaction solution was adjusted to room temperature, and water was added, followed by extraction with ethyl acetate. The resultant was washed with saturated saline and dried over anhydrous sodiu... Reactants: [Cl-].[Na+] (sodium chloride), C(#N)C=1C(C2=C(OC1N1C=CC=C1)C1=CC(=C(C=C1C=C2)C(=O)OCC)O)C2=CC(=CC=C2)[N+](=O)[O-] (Ethyl 3-cyano-9-hydroxy-4-(3-nitrophenyl)-2-(1-pyrrolyl)-4H-naphtho[1,2-b]pyran-8-carboxylate), [OH-].[Li+] (lithium hydroxide), O.[OH-].[Li+] (lithium hydroxide monohydrate). Reaction SMILES: [C:1]([C:3]1[CH:4]([C:28]2[CH:33]=[CH:32][CH:31]=[C:30]([N+:34]([O-:36])=[O:35])[CH:29]=2)[C:5]2[CH:21]=[CH:20][C:19]3[C:14](=[CH:15][C:16]([OH:27])=[C:17]([C:22]([O:24]CC)=[O:23])[CH:18]=3)[C:6]=2[O:7][C:8]=1[N:9]1[CH:13]=[CH:12][CH:11]=[CH:10]1)#[N:2].O.[OH-].[Li+].[OH-].[Li+].[Cl-].[Na+]>C1COCC1.C(O)(=O)C.O>[C:1]([C:3]1[CH:4]([C:28]2[CH:33]=[CH:32][CH:31]=[C:30]([N+:34]([O-:36])=[O:35])[CH:29]=2)[C:5]2[CH:21]=[CH:20][C:19]3[C:14](=[CH:15][C:16]([OH:27])=[C:17]([C:22]([OH:24])=[O:23])[CH:18]=3)[C:6]=2[O:7][C:8]=1[N:9]1[CH:10]=[CH:11][CH:12]=[CH:13]1)#[N:2] |f:1.2.3,4.5,6.7|. Conditions: time 45 minute. Procedure: Ethyl 3-cyano-9-hydroxy-4-(3-nitrophenyl)-2-(1-pyrrolyl)-4H-naphtho[1,2-b]pyran-8-carboxylate (1.91 g) was dissolved in THF (10 ml). Water (1 ml) and lithium hydroxide monohydrate (180 mg) were added and the solution stirred at room temperature for 45 minutes. A further quantity of lithium hydroxide (180 mg) was added and the solution heated under reflux for one hour. The solution was poured into water (100 ml) and glacial acetic acid (50 ml) added. Solid sodium chloride was added until no more ... The solvent is C(C)(=O)O (acetic acid), O (water), C1CCOC1 (THF), O (Water). The product is C(#N)C=1C(C2=C(OC1N1C=CC=C1)C1=CC(=C(C=C1C=C2)C(=O)O)O)C2=CC(=CC=C2)[N+](=O)[O-] (3-cyano-9-hydroxy-4-(3-nitrophenyl)-2-(1-pyrrolyl)-4H -naphtho[1,2-b]pyran-8-carboxylic acid).